This data is from the Open Reaction Database (ORD), a public repository of structured organic reaction records. The task is: describe an organic reaction: reactants, conditions, products, and yield Starting materials: N#Cc1c(Cl)c(F)cc(C(=O)O)c1Cl, Cl, O=S=O, O=S(Cl)Cl, c1ccncc1. Product: N#Cc1c(Cl)c(F)cc(C(=O)Cl)c1Cl. As a reaction SMILES: [C:5](#[N:6])[c:7]1[c:8]([Cl:18])[c:9]([C:10](=[O:11])[OH:12])[cH:13][c:14]([F:17])[c:15]1[Cl:16].[ClH:22].[S:19](=[O:20])=[O:21].[S:1]([Cl:2])([Cl:3])=[O:4].[cH:23]1[cH:24][cH:25][n:26][cH:27][cH:28]1>>[C:5](#[N:6])[c:7]1[c:8]([Cl:18])[c:9]([C:10](=[O:11])[Cl:22])[cH:13][c:14]([F:17])[c:15]1[Cl:16].